This data is from the Open Reaction Database (ORD), a public repository of structured organic reaction records. The task is: describe an organic reaction: reactants, conditions, products, and yield The reactants are N#CCBr, COc1ccccc1COCCCOc1ccc(C2CCN(C(=O)OC(C)(C)C)CC2OCc2ccc3c(c2)NCCC3)cc1, Cc1ccccc1, CN1CCCC1=O, [Na+], [Na+], O=P([O-])([O-])O. Product: COc1ccccc1COCCCOc1ccc(C2CCN(C(=O)OC(C)(C)C)CC2OCc2ccc3c(c2)N(CC#N)CCC3)cc1. RXN SMILES: [Br:46][CH2:47][C:48]#[N:49].[C:1]([CH3:2])([CH3:3])([CH3:4])[O:5][C:6](=[O:7])[N:8]1[CH2:9][CH:10]([O:34][CH2:35][c:36]2[cH:37][cH:38][c:39]3[c:44]([cH:45]2)[NH:43][CH2:42][CH2:41][CH2:40]3)[CH:11]([c:14]2[cH:15][cH:16][c:17]([O:20][CH2:21][CH2:22][CH2:23][O:24][CH2:25][c:26]3[c:27]([O:32][CH3:33])[cH:28][cH:29][cH:30][cH:31]3)[cH:18][cH:19]2)[CH2:12][CH2:13]1.[CH3:57][c:58]1[cH:59][cH:60][cH:61][cH:62][cH:63]1.[CH3:64][N:65]1[CH2:66][CH2:67][CH2:68][C:69]1=[O:70].[Na+:55].[Na+:56].[P:50]([O-:51])([O-:52])([OH:53])=[O:54]>>[C:1]([CH3:2])([CH3:3])([CH3:4])[O:5][C:6](=[O:7])[N:8]1[CH2:9][CH:10]([O:34][CH2:35][c:36]2[cH:37][cH:38][c:39]3[c:44]([cH:45]2)[N:43]([CH2:47][C:48]#[N:49])[CH2:42][CH2:41][CH2:40]3)[CH:11]([c:14]2[cH:15][cH:16][c:17]([O:20][CH2:21][CH2:22][CH2:23][O:24][CH2:25][c:26]3[c:27]([O:32][CH3:33])[cH:28][cH:29][cH:30][cH:31]3)[cH:18][cH:19]2)[CH2:12][CH2:13]1. Reactants: C[N-]C.C[N-]C.C[N-]C.C[N-]C.[Ti+4] (titanium tetrakis(dimethylamide)), C1C=CC2=CC=CC=C12 (indene). The solvent is C1(=CC=CC=C1)C (toluene). The product is C[N-]C.C[N-]C.C[N-]C.C1(C=CC2=CC=CC=C12)[Ti+3] (indenyltitanium tris(dimethylamide)). The yield is 70.0%. Reaction SMILES: [CH3:1][N-:2][CH3:3].[CH3:4][N-:5][CH3:6].[CH3:7][N-:8][CH3:9].C[N-]C.[Ti+4:13].[CH2:14]1[C:22]2[C:17](=[CH:18][CH:19]=[CH:20][CH:21]=2)[CH:16]=[CH:15]1>C1(C)C=CC=CC=1>[CH3:1][N-:2][CH3:3].[CH3:4][N-:5][CH3:6].[CH3:7][N-:8][CH3:9].[CH:14]1([Ti+3:13])[C:22]2[C:17](=[CH:18][CH:19]=[CH:20][CH:21]=2)[CH:16]=[CH:15]1 |f:0.1.2.3.4,7.8.9.10|. Reported procedure: A 250 mL Schlenk flask is charged with toluene, 75 mL, and titanium tetrakis(dimethylamide), 2.35 g (10.48 mmole). The mixture is stirred magnetically throughout the procedure. Freshly degassed indene (nitrogen sparged) is added to the Schlenk flask at room temperature in excess, 2.44 mL (20.96 mmole). The mixture is refluxed at least 24 hours giving a blood red solution. All volatiles are removed under vacuum at room temperature leaving a deep red, oily residue. The residue is transferred in a ... The reactants are ClC1=C(C=C(C=C1)C1O[C@@H]([C@H]([C@@H]([C@H]1OCC1=CC=CC=C1)OCC1=CC=CC=C1)OCC1=CC=CC=C1)COCC1=CC=CC=C1)CO ((2-chloro-5-((3S,4R,5R,6R)-3,4,5-tris(benzyloxy)-6-(benzyloxy-methyl) tetrahydro-2H-pyran-2-yl)phenyl)methanol), ClC1=C(C=C(C=C1)C1O[C@@H]([C@H]([C@@H]([C@H]1OCC1=CC=CC=C1)OCC1=CC=CC=C1)OCC1=CC=CC=C1)COCC1=CC=CC=C1)CO ((2-chloro-5-((3S,4R,5R,6R)-3,4,5-tris(benzyloxy)-6-(benzyloxy-methyl) tetrahydro-2H-pyran-2-yl)phenyl)methanol), N1=CC=CC=C1 (pyridine), P(Br)(Br)Br (phosphorus tribromide). Run in CCOCC (ether), C(C)(=O)OCC (ethyl acetate). Product: C(C1=CC=CC=C1)O[C@@H]1[C@@H](OC([C@@H]([C@H]1OCC1=CC=CC=C1)OCC1=CC=CC=C1)C1=CC(=C(C=C1)Cl)CBr)COCC1=CC=CC=C1 ((2S,3R,4R,5S)-3,4,5-Tris(benzyloxy)-2-(benzyloxymethyl)-6-(3-(bromomethyl)-4-chlorophenyl)-tetrahydro-2H-pyran). RXN SMILES: [Cl:1][C:2]1[CH:7]=[CH:6][C:5]([CH:8]2[C@H:13]([O:14][CH2:15][C:16]3[CH:21]=[CH:20][CH:19]=[CH:18][CH:17]=3)[C@@H:12]([O:22][CH2:23][C:24]3[CH:29]=[CH:28][CH:27]=[CH:26][CH:25]=3)[C@H:11]([O:30][CH2:31][C:32]3[CH:37]=[CH:36][CH:35]=[CH:34][CH:33]=3)[C@@H:10]([CH2:38][O:39][CH2:40][C:41]3[CH:46]=[CH:45][CH:44]=[CH:43][CH:42]=3)[O:9]2)=[CH:4][C:3]=1[CH2:47]O.N1C=CC=CC=1.P(Br)(Br)[Br:56]>CCOCC.C(OCC)(=O)C>[CH2:31]([O:30][C@H:11]1[C@H:12]([O:22][CH2:23][C:24]2[CH:29]=[CH:28][CH:27]=[CH:26][CH:25]=2)[C@@H:13]([O:14][CH2:15][C:16]2[CH:21]=[CH:20][CH:19]=[CH:18][CH:17]=2)[CH:8]([C:5]2[CH:6]=[CH:7][C:2]([Cl:1])=[C:3]([CH2:47][Br:56])[CH:4]=2)[O:9][C@H:10]1[CH2:38][O:39][CH2:40][C:41]1[CH:46]=[CH:45][CH:44]=[CH:43][CH:42]=1)[C:32]1[CH:37]=[CH:36][CH:35]=[CH:34][CH:33]=1. Reported procedure: To a solution of (2-chloro-5-((3S,4R,5R,6R)-3,4,5-tris(benzyloxy)-6-(benzyloxy-methyl) tetrahydro-2H-pyran-2-yl)phenyl)methanol (compound 5, 130 g, 195 mmol) from Step 6 in ether (600 mL) at 0° C. was added pyridine (0.79 mL, 9.8 mmol) and phosphorus tribromide (6.4 mL, 68 mmol). The reaction was allowed to slowly warm to room temperature over 15 h and refluxed 1 h. After cooling to room temperature, the reaction mixture was diluted with ethyl acetate and washed with water then brine. The organi... Reactants: CC(C)(C)N=C=O, C1CCOC1, c1ccncc1, Nc1ccc2oc3c(c2c1)CCCC3. Yields the product CC(C)(C)NC(=O)Nc1ccc2oc3c(c2c1)CCCC3. RXN SMILES: [C:1]([CH3:2])([CH3:3])([CH3:4])[N:5]=[C:6]=[O:7].[O:28]1[CH2:29][CH2:30][CH2:31][CH2:32]1.[cH:22]1[cH:23][cH:24][n:25][cH:26][cH:27]1.[cH:8]1[c:9]([NH2:21])[cH:10][cH:11][c:12]2[o:13][c:14]3[c:15]([c:16]12)[CH2:17][CH2:18][CH2:19][CH2:20]3>>[C:1]([CH3:2])([CH3:3])([CH3:4])[NH:5][C:6](=[O:7])[NH:21][c:9]1[cH:8][c:16]2[c:12]([cH:11][cH:10]1)[o:13][c:14]1[c:15]2[CH2:17][CH2:18][CH2:19][CH2:20]1. The reactants are IC(C)C (2-iodopropane), OC1=CC=2NC3=CC=CC(=C3SC2C=C1)S(N(C)C)(=O)=O (2-hydroxy-6-dimethylsulphamoylphenothiazine). Product: C(C)(C)OC1=CC=2NC3=CC=CC(=C3SC2C=C1)S(N(C)C)(=O)=O (2-Isopropoxy-6-dimethylsulphamoylphenothiazine). The yield is 94.6%. RXN SMILES: I[CH:2]([CH3:4])[CH3:3].[OH:5][C:6]1[CH:19]=[CH:18][C:17]2[S:16][C:15]3[C:10](=[CH:11][CH:12]=[CH:13][C:14]=3[S:20](=[O:25])(=[O:24])[N:21]([CH3:23])[CH3:22])[NH:9][C:8]=2[CH:7]=1>>[CH:2]([O:5][C:6]1[CH:19]=[CH:18][C:17]2[S:16][C:15]3[C:10](=[CH:11][CH:12]=[CH:13][C:14]=3[S:20](=[O:25])(=[O:24])[N:21]([CH3:22])[CH3:23])[NH:9][C:8]=2[CH:7]=1)([CH3:4])[CH3:3]. Reported procedure: 2-Isopropoxy-6-dimethylsulphamoylphenothiazine (42.8 g.) is prepared by reacting 2-iodopropane (33.8 g.) with 2-hydroxy-6-dimethylsulphamoylphenothiazine (40.0 g.) prepared as indicated in Example 1. Product: c1ccc(COCC2CO2)cc1. Starting materials: OC(CCl)COCc1ccccc1, ClCCl, [Na+], [OH-], O. RXN SMILES: [CH2:1]([c:2]1[cH:3][cH:4][cH:5][cH:6][cH:7]1)[O:8][CH2:9][CH:10]([CH2:11][Cl:12])[OH:13].[Cl:14][CH2:15][Cl:16].[Na+:18].[OH-:17].[OH2:19]>>[CH2:1]([c:2]1[cH:3][cH:4][cH:5][cH:6][cH:7]1)[O:8][CH2:9][CH:10]1[CH2:11][O:13]1.